describe an organic reaction: reactants, conditions, products, and yield From a dataset of the Open Reaction Database (ORD), a public repository of structured organic reaction records. Reactants: CCO, FC(F)(F)c1ccccc1CBr, N#C[Na], O. The product is N#CCc1ccccc1C(F)(F)F. As a reaction SMILES: [CH3:16][CH2:17][OH:18].[F:1][C:2]([c:3]1[c:4]([CH2:5][Br:6])[cH:7][cH:8][cH:9][cH:10]1)([F:11])[F:12].[Na:13][C:14]#[N:15].[OH2:19]>>[F:1][C:2]([c:3]1[c:4]([CH2:5][C:14]#[N:15])[cH:7][cH:8][cH:9][cH:10]1)([F:11])[F:12]. Starting materials: [I-].[K+] (potassium iodide), COC1=CC=C(C=C1)C(C1CCNCC1)C1=CC=C(C=C1)OC (4-[bis(4-methoxyphenyl)methyl]piperidine), ClCCCOC1=C(C=C(C=C1)C(C)=O)OC (1-[4-(3-chloropropoxy)-3-methoxyphenyl]ethanone), C([O-])([O-])=O.[K+].[K+] (potassium carbonate). Solvent: C(CCC)O (1-butanol). The product is C(C(=O)O)(=O)O.COC1=CC=C(C=C1)C(C1CCN(CC1)CCCOC1=C(C=C(C=C1)C(C)=O)OC)C1=CC=C(C=C1)OC (1-[4-[3-[4-[Bis(4-methoxyphenyl)methyl]-1-piperidinyl]propoxy]-3-methoxyphenyl]ethanone oxalate). The yield is 54.8%. Reaction SMILES: [CH3:1][O:2][C:3]1[CH:8]=[CH:7][C:6]([CH:9]([C:16]2[CH:21]=[CH:20][C:19]([O:22][CH3:23])=[CH:18][CH:17]=2)[CH:10]2[CH2:15][CH2:14][NH:13][CH2:12][CH2:11]2)=[CH:5][CH:4]=1.Cl[CH2:25][CH2:26][CH2:27][O:28][C:29]1[CH:34]=[CH:33][C:32]([C:35](=[O:37])[CH3:36])=[CH:31][C:30]=1[O:38][CH3:39].[C:40](=[O:43])([O-:42])[O-].[K+].[K+].[I-].[K+]>C(O)CCC>[C:23]([OH:22])(=[O:28])[C:40]([OH:42])=[O:43].[CH3:1][O:2][C:3]1[CH:4]=[CH:5][C:6]([CH:9]([C:16]2[CH:17]=[CH:18][C:19]([O:22][CH3:23])=[CH:20][CH:21]=2)[CH:10]2[CH2:15][CH2:14][N:13]([CH2:25][CH2:26][CH2:27][O:28][C:29]3[CH:34]=[CH:33][C:32]([C:35](=[O:37])[CH3:36])=[CH:31][C:30]=3[O:38][CH3:39])[CH2:12][CH2:11]2)=[CH:7][CH:8]=1 |f:2.3.4,5.6,8.9|. Reported procedure: A mixture of 7.78 g (0.025 mole) of 4-[bis(4-methoxyphenyl)methyl]piperidine, 6.05 g (0.025 mole) of 1-[4-(3-chloropropoxy)-3-methoxyphenyl]ethanone, and potassium carbonate (5.53 g, 0.04 mole) in 300 ml of 1-butanol containing potassium iodide (0.3 g) was refluxed overnight. The reaction mixture was stripped to dryness and the residue was partitioned between chloroform and water; removal of chloroform in vacuo gave a dark brown oil. The oil was subjected to column chromatography on silica gel u... Reactants: FC(OC1=CC=C(N)C=C1)(F)F (4-trifluoromethoxyaniline), Cl (HCl), CCN(C(C)C)C(C)C (DIPEA), O=S(Cl)Cl (SOCl2), BrC=1C(=NC=C(C(=O)O)C1)Cl (5-bromo-6-chloronicotinic acid). Solvent: C1CCOC1 (THF), C1(=CC=CC=C1)C (toluene), CN(C)C=O (DMF). Conditions: temperature 85 celsius, time 2 hour. The product is BrC=1C(=NC=C(C(=O)NC2=CC=C(C=C2)OC(F)(F)F)C1)Cl (5-Bromo-6-chloro-N-(4-(trifluoromethoxy)phenyl)nicotinamide). As a reaction SMILES: O=S(Cl)Cl.[Br:5][C:6]1[C:7]([Cl:15])=[N:8][CH:9]=[C:10]([CH:14]=1)[C:11]([OH:13])=O.CCN(C(C)C)C(C)C.[F:25][C:26]([F:36])([F:35])[O:27][C:28]1[CH:34]=[CH:33][C:31]([NH2:32])=[CH:30][CH:29]=1.Cl>C1(C)C=CC=CC=1.C1COCC1.CN(C=O)C>[Br:5][C:6]1[C:7]([Cl:15])=[N:8][CH:9]=[C:10]([CH:14]=1)[C:11]([NH:32][C:31]1[CH:33]=[CH:34][C:28]([O:27][C:26]([F:25])([F:35])[F:36])=[CH:29][CH:30]=1)=[O:13]. Procedure details: SOCl2 (1.089 mL, 14.92 mmol) and DMF (0.01 mL) were added dropwise to a suspension of 5-bromo-6-chloronicotinic acid (1.176 g, 4.97 mmol) in toluene (10 mL) and the RM was stirred at 85° C. for 2 h. The solvent was evaporated off under reduced pressure and the residue was diluted with THF (10 mL). DIPEA (1.74 mL, 9.95 mmol) was added and the mixture was cooled to −15° C. under argon atmosphere, treated with a solution of 4-trifluoromethoxyaniline (0.701 mL, 5.22 mmol) in THF (10 mL) and stirred ... Reactants: N#Cc1ccc2c(c1)S(=O)(=O)c1ccc(F)cc1C2=O, C[O-], CO, NCCN, [Na+]. The product is O=C1c2cc(F)ccc2S(=O)(=O)c2cc(C3=NCCN3)ccc21. RXN SMILES: [C:1](#[N:2])[c:3]1[cH:4][c:5]2[c:14]([cH:15][cH:16]1)[C:13](=[O:17])[c:12]1[c:7]([cH:8][cH:9][c:10]([F:18])[cH:11]1)[S:6]2(=[O:19])=[O:20].[CH3:25][O-:26].[CH3:28][OH:29].[NH2:21][CH2:22][CH2:23][NH2:24].[Na+:27]>>[C:1]1([c:3]2[cH:4][c:5]3[c:14]([cH:15][cH:16]2)[C:13](=[O:17])[c:12]2[c:7]([cH:8][cH:9][c:10]([F:18])[cH:11]2)[S:6]3(=[O:19])=[O:20])=[N:21][CH2:22][CH2:23][NH:2]1. Starting materials: C1=CC=CC=2C3=CC=CC=C3NC12 (carbazole), C(C)#N (acetonitrile), resultant mixture, C(C=C)Br (allyl bromide), C([O-])([O-])=O.[K+].[K+] (potassium carbonate). Solvent: ClCCl (Dichloromethane). The product is C(C=C)N1C2=CC=CC=C2C=2C=CC=CC12 (N-allylcarbazole). As a reaction SMILES: [CH:1]1[C:13]2[NH:12][C:11]3[C:6](=[CH:7][CH:8]=[CH:9][CH:10]=3)[C:5]=2[CH:4]=[CH:3][CH:2]=1.[CH2:14](Br)[CH:15]=[CH2:16].C(=O)([O-])[O-].[K+].[K+].C(#N)C>ClCCl>[CH2:16]([N:12]1[C:11]2[CH:10]=[CH:9][CH:8]=[CH:7][C:6]=2[C:5]2[C:13]1=[CH:1][CH:2]=[CH:3][CH:4]=2)[CH:15]=[CH2:14] |f:2.3.4|. Procedure details: Into a 500-mL, three-necked, round-bottomed flask, equipped with a magnetic stirrer, a thermometer, and a condenser connected to a nitrogen bubbler, were placed carbazole (8.4 g, 50 mmole), allyl bromide (10 mL, 115 mmole), powdered anhydrous potassium carbonate (41 g, 300 mmole), and anhydrous acetonitrile (300 mL). The resultant mixture was stirred and heated under reflux with a heating mantle for 18 hours. Dichloromethane (300 mL) was then added, and the mixture was filtered through a pad of ... Starting materials: C1(CCCC1)/C=C/C=O ((2E)-3-Cyclopentylacrylaldehyde), (2R)-2-bis[3,5-bis(trifluoromethyl)phenyl][(triethylsilyl)oxy]methylpyrrolidine, [N+](=O)([O-])C1=CC=C(C(=O)O)C=C1 (4-nitrobenzoic acid), C1(=CC=CC=C1)C (toluene), N1N=CC(=C1)C=1C2=C(N=CN1)N(C=C2)COCC[Si](C)(C)C (4-(1H-Pyrazol-4-yl)-7-(2-trimethylsilanylethoxymethyl)-7H-pyrrolo[2,3-d]pyrimidine). Run at time 24 hour. Yields the product C1(CCCC1)[C@@H](CC=O)N1N=CC(=C1)C=1C2=C(N=CN1)N(C=C2)COCC[Si](C)(C)C ((3R)-3-cyclopentyl-3-[4-(7-[2-(trimethylsilyl)ethoxy]methyl-7H-pyrrolo[2,3-d]pyrimidin-4-yl)-1H-pyrazol-1-yl]propanal). The yield is 83.8%. As a reaction SMILES: [CH:1]1(/[CH:6]=[CH:7]/[CH:8]=[O:9])[CH2:5][CH2:4][CH2:3][CH2:2]1.[N+](C1C=CC(C(O)=O)=CC=1)([O-])=O.C1(C)C=CC=CC=1.[NH:29]1[CH:33]=[C:32]([C:34]2[C:35]3[CH:42]=[CH:41][N:40]([CH2:43][O:44][CH2:45][CH2:46][Si:47]([CH3:50])([CH3:49])[CH3:48])[C:36]=3[N:37]=[CH:38][N:39]=2)[CH:31]=[N:30]1>>[CH:1]1([C@H:6]([N:29]2[CH:33]=[C:32]([C:34]3[C:35]4[CH:42]=[CH:41][N:40]([CH2:43][O:44][CH2:45][CH2:46][Si:47]([CH3:50])([CH3:49])[CH3:48])[C:36]=4[N:37]=[CH:38][N:39]=3)[CH:31]=[N:30]2)[CH2:7][CH:8]=[O:9])[CH2:5][CH2:4][CH2:3][CH2:2]1. Procedure details: A solution of (2E)-3-cyclopentylacrylaldehyde (28, 327 mg, 2.50 mmol, 5.0 equiv), (2R)-2-bis[3,5-bis(trifluoromethyl)phenyl][(triethylsilyl)oxy]methylpyrrolidine ((R)-35, 32 mg, 0.050 mmol, 0.10 equiv) and 4-nitrobenzoic acid (8.5 mg, 0.050 mmol, 0.10 equiv) in anhydrous toluene (5.0 mL, 47 mmol) was stirred at room temperature for 10 min before 4-(1H-pyrazol-4-yl)-7-[2-(trimethylsilyl)ethoxy]methyl-7H-pyrrolo[2,3-d]pyrimidine (17, 158 mg, 0.50 mmol) was added. The resulting reaction mixture was... Starting materials: COC1=CC=C(C=C1C1=CC(=CC=C1)C1COC1)C(=O)O (6-Methoxy-3′-oxetan-3-yl-biphenyl-3-carboxylic acid), COC(=O)C1(CCCCCC1)N (1-amino-cycloheptanecarboxylic acid methyl ester). Product: COC(=O)C1(CCCCCC1)NC(=O)C=1C=C(C(=CC1)OC)C1=CC(=CC=C1)C1COC1 (1-[(6-Methoxy-3′-oxetan-3-yl-biphenyl-3-carbonyl)-amino]-cycloheptanecarboxylic acid methyl ester). As a reaction SMILES: [CH3:1][O:2][C:3]1[C:8]([C:9]2[CH:14]=[CH:13][CH:12]=[C:11]([CH:15]3[CH2:18][O:17][CH2:16]3)[CH:10]=2)=[CH:7][C:6]([C:19](O)=[O:20])=[CH:5][CH:4]=1.[CH3:22][O:23][C:24]([C:26]1([NH2:33])[CH2:32][CH2:31][CH2:30][CH2:29][CH2:28][CH2:27]1)=[O:25]>>[CH3:22][O:23][C:24]([C:26]1([NH:33][C:19]([C:6]2[CH:7]=[C:8]([C:9]3[CH:14]=[CH:13][CH:12]=[C:11]([CH:15]4[CH2:18][O:17][CH2:16]4)[CH:10]=3)[C:3]([O:2][CH3:1])=[CH:4][CH:5]=2)=[O:20])[CH2:27][CH2:28][CH2:29][CH2:30][CH2:31][CH2:32]1)=[O:25]. Procedure details: The title compound was synthesized from 6-Methoxy-3′-oxetan-3-yl-biphenyl-3-carboxylic acid and 1-amino-cycloheptanecarboxylic acid methyl ester in analogy to example 126, step 4. Reactants: FC(S(=O)(=O)OS(=O)(=O)C(F)(F)F)(F)F (trifluoromethanesulfonic acid anhydride), COC(=O)C1=CN=CN1C1C(C(C2=CC=CC=C12)(O)C)(C)C (1-(2,2,3-trimethyl-3-hydroxyindan-1-yl)-5-imidazolecarboxylic acid methyl ester). The solvent is N1=CC=CC=C1 (pyridine). The product is COC(=O)C1=CN=CN1C1C(C(C2=CC=CC=C12)=C)(C)C (1-(2,2-dimethyl-3-methylideneindan-1-yl)-5-imidazolecarboxylic acid methyl ester). Isolated yield 51.1%. RXN SMILES: FC(F)(F)S(OS(C(F)(F)F)(=O)=O)(=O)=O.[CH3:16][O:17][C:18]([C:20]1[N:24]([CH:25]2[C:33]3[C:28](=[CH:29][CH:30]=[CH:31][CH:32]=3)[C:27]([CH3:35])(O)[C:26]2([CH3:37])[CH3:36])[CH:23]=[N:22][CH:21]=1)=[O:19]>N1C=CC=CC=1>[CH3:16][O:17][C:18]([C:20]1[N:24]([CH:25]2[C:33]3[C:28](=[CH:29][CH:30]=[CH:31][CH:32]=3)[C:27](=[CH2:35])[C:26]2([CH3:37])[CH3:36])[CH:23]=[N:22][CH:21]=1)=[O:19]. Procedure: 1.7 ml of trifluoromethanesulfonic acid anhydride are added dropwise at a temperature of -15° C. to a solution of 2.5 g of 1-(2,2,3-trimethyl-3-hydroxyindan-1-yl)-5-imidazolecarboxylic acid methyl ester in 20 ml of pyridine. After a reaction period of 10 minutes the mixture is concentrated by evaporation in vacuo and the residue is chromatographed on silica gel using an ether/methylene chloride mixture (1:1). 1.2 g of 1-(2,2-dimethyl-3-methylideneindan-1-yl)-5-imidazolecarboxylic acid methyl est... The reactants are NC=1SC(=NN1)CSCCN (2-amino-5-[(2-aminoethyl)thiomethyl]-1,3,4-thiadiazole), C(#N)C(=C(NCCSCC1=C(N=CN1)C)SC)C#N (1,1-dicyano-2-methylthio-2-[2-((4-methyl-5-imidazolyl)methylthio)ethylamino]ethylene). Yields the product C(#N)C(=C(NCCSCC1=C(N=CN1)C)NCCSCC1=NN=C(S1)N)C#N (1,1-Dicyano-2-[2-((2-amino-5-(1,3,4)-thiadiazolyl)methylthio)ethylamino]-2-[2-((4-methyl-5-imidazolyl)methylthio)ethylamino]ethylene). RXN SMILES: [NH2:1][C:2]1[S:3][C:4]([CH2:7][S:8][CH2:9][CH2:10][NH2:11])=[N:5][N:6]=1.[C:12]([C:14]([C:29]#[N:30])=[C:15](SC)[NH:16][CH2:17][CH2:18][S:19][CH2:20][C:21]1[NH:25][CH:24]=[N:23][C:22]=1[CH3:26])#[N:13]>>[C:12]([C:14]([C:29]#[N:30])=[C:15]([NH:11][CH2:10][CH2:9][S:8][CH2:7][C:4]1[S:3][C:2]([NH2:1])=[N:6][N:5]=1)[NH:16][CH2:17][CH2:18][S:19][CH2:20][C:21]1[NH:25][CH:24]=[N:23][C:22]=1[CH3:26])#[N:13]. Reported procedure: By the procedure of Example 24(iii) reacting 2-amino-5-[(2-aminoethyl)thiomethyl]-1,3,4-thiadiazole with 1,1-dicyano-2-methylthio-2-[2-((4-methyl-5-imidazolyl)methylthio)ethylamino]ethylene, gives the title compound.